This data is from the Open Reaction Database (ORD), a public repository of structured organic reaction records. The task is: describe an organic reaction: reactants, conditions, products, and yield The reactants are CCN(C(C)C)C(C)C, C1CCOC1, CCOCC, O=C(Cl)c1ccc(Cl)nc1C1CC1, ClCCl, NC1CCCCC1. Yields the product O=C(NC1CCCCC1)c1ccc(Cl)nc1C1CC1. RXN SMILES: [CH2:21]([N:22]([CH:23]([CH3:24])[CH3:25])[CH:26]([CH3:27])[CH3:28])[CH3:29].[CH2:38]1[O:39][CH2:40][CH2:41][CH2:42]1.[CH3:30][CH2:31][O:32][CH2:33][CH3:34].[Cl:1][c:2]1[n:3][c:4]([CH:11]2[CH2:12][CH2:13]2)[c:5]([C:6](=[O:7])[Cl:8])[cH:9][cH:10]1.[Cl:35][CH2:36][Cl:37].[NH2:14][CH:15]1[CH2:16][CH2:17][CH2:18][CH2:19][CH2:20]1>>[Cl:1][c:2]1[n:3][c:4]([CH:11]2[CH2:12][CH2:13]2)[c:5]([C:6](=[O:7])[NH:14][CH:15]2[CH2:16][CH2:17][CH2:18][CH2:19][CH2:20]2)[cH:9][cH:10]1. Starting materials: [I-].[I-].[I-].C(CC)N(CCC)C=1C=CC2=NC3=CC=CC=C3[S+]=C2C1.C(CC)N(CCC)C=1C=CC2=NC3=CC=CC=C3[S+]=C2C1.C(CC)N(CCC)C=1C=CC2=NC3=CC=CC=C3[S+]=C2C1 (3-(N,N-dipropylamino)-phenothiazin-5-ium triiodide), Cl.CNC (dimethylamine hydrochloride). The product is [I-].CN(C)C=1C=CC2=NC3=CC=C(C=C3[S+]=C2C1)N(CCC)CCC (3-(N,N-dimethylamino)-7-(N,N-dipropylamino)-phenothiazin-5-ium iodide). RXN SMILES: [I-:1].[I-].[I-].[CH2:4]([N:7]([C:11]1[CH:12]=[CH:13][C:14]2[C:23]([CH:24]=1)=[S+:22][C:21]1[C:16](=[CH:17][CH:18]=[CH:19][CH:20]=1)[N:15]=2)[CH2:8][CH2:9][CH3:10])[CH2:5][CH3:6].[CH2:25]([N:28](C1C=CC2C(C=1)=[S+]C1C(=CC=CC=1)N=2)[CH2:29]CC)CC.C(N(C1C=CC2C(C=1)=[S+]C1C(=CC=CC=1)N=2)CCC)CC.Cl.CNC>>[I-:1].[CH3:25][N:28]([C:19]1[CH:18]=[CH:17][C:16]2[C:21]([CH:20]=1)=[S+:22][C:23]1[C:14](=[CH:13][CH:12]=[C:11]([N:7]([CH2:8][CH2:9][CH3:10])[CH2:4][CH2:5][CH3:6])[CH:24]=1)[N:15]=2)[CH3:29] |f:0.1.2.3.4.5,6.7,8.9|. Reported procedure: This compound was obtained following isolation of 3-(N,N-dipropylamino)-phenothiazin-5-ium triiodide and subsequent treatment with dimethylamine hydrochloride. Precipitation from dichloromethane by addition of diethyl ether yielded purple lustrous crystals. Mass spectrometry: C20H26N3OS requires m/z=340; found m/z=340 (I− not detected by mass spectrometry). Procedure details: Diisopropylethylamine (93 μL, 0.53 mmol) and benzyl chloroformate (57 μL, 0.40 mmol) were added at 0° C. to a dichloromethane (5 mL) solution of the 5-(methylsulfonyl)-1-[6-(piperidin-4-yloxy)pyrimidin-4-yl]indoline (100 mg, 0.267 mmol) produced in Reference Example 28, and the mixture was stirred at room temperature for 1 hour. To the reaction solution, water was added, followed by extraction with dichloromethane three times. The obtained organic layer was washed with saturated saline and dried... Run in O (water). The reactants are C(C)(C)N(CC)C(C)C (Diisopropylethylamine), ClC(=O)OCC1=CC=CC=C1 (benzyl chloroformate), ClCCl (dichloromethane), CS(=O)(=O)C=1C=C2CCN(C2=CC1)C1=NC=NC(=C1)OC1CCNCC1 (5-(methylsulfonyl)-1-[6-(piperidin-4-yloxy)pyrimidin-4-yl]indoline). Reaction conditions: time 1 hour. The yield is 49.6%. Product: CS(=O)(=O)C=1C=C2CCN(C2=CC1)C1=CC(=NC=N1)OC1CCN(CC1)C(=O)OCC1=CC=CC=C1 (benzyl 4-({6-[5-(methylsulfonyl)indolin-1-yl]pyrimidin-4-yl}oxy)piperidine-1-carboxylate). Reaction SMILES: C(N(C(C)C)CC)(C)C.Cl[C:11]([O:13][CH2:14][C:15]1[CH:20]=[CH:19][CH:18]=[CH:17][CH:16]=1)=[O:12].ClCCl.[CH3:24][S:25]([C:28]1[CH:29]=[C:30]2[C:34](=[CH:35][CH:36]=1)[N:33]([C:37]1[CH:42]=[C:41]([O:43][CH:44]3[CH2:49][CH2:48][NH:47][CH2:46][CH2:45]3)[N:40]=[CH:39][N:38]=1)[CH2:32][CH2:31]2)(=[O:27])=[O:26]>O>[CH3:24][S:25]([C:28]1[CH:29]=[C:30]2[C:34](=[CH:35][CH:36]=1)[N:33]([C:37]1[N:38]=[CH:39][N:40]=[C:41]([O:43][CH:44]3[CH2:49][CH2:48][N:47]([C:11]([O:13][CH2:14][C:15]4[CH:20]=[CH:19][CH:18]=[CH:17][CH:16]=4)=[O:12])[CH2:46][CH2:45]3)[CH:42]=1)[CH2:32][CH2:31]2)(=[O:27])=[O:26]. The reactants are FC(F)(F)c1cccc(N2CCNCC2)c1, Cc1nsc(-c2ccc(F)cc2)n1, [Na+], [Na+], O=C([O-])[O-], CN(C)C=O, O. The product is Cc1nsc(-c2ccc(N3CCN(c4cccc(C(F)(F)F)c4)CC3)cc2)n1. As a reaction SMILES: [F:14][C:15]([c:16]1[cH:17][c:18]([N:22]2[CH2:23][CH2:24][NH:25][CH2:26][CH2:27]2)[cH:19][cH:20][cH:21]1)([F:28])[F:29].[F:1][c:2]1[cH:3][cH:4][c:5](-[c:8]2[n:9][c:10]([CH3:13])[n:11][s:12]2)[cH:6][cH:7]1.[Na+:30].[Na+:31].[O-:32][C:33](=[O:34])[O-:35].[O:37]=[CH:38][N:39]([CH3:40])[CH3:41].[OH2:36]>>[c:2]1([N:25]2[CH2:24][CH2:23][N:22]([c:18]3[cH:17][c:16]([C:15]([F:14])([F:28])[F:29])[cH:21][cH:20][cH:19]3)[CH2:27][CH2:26]2)[cH:3][cH:4][c:5](-[c:8]2[n:9][c:10]([CH3:13])[n:11][s:12]2)[cH:6][cH:7]1.